Task: describe an organic reaction: reactants, conditions, products, and yield. Dataset: the Open Reaction Database (ORD), a public repository of structured organic reaction records The reactants are COC[C@@H](OC=1C=C(C(=O)O)C=C(C1)OC1=CC=C(C=C1)OC)C (3-((S)-2-methoxy-1-methyl-ethoxy)-5-(4-methoxy-phenoxy)-benzoic acid), C(C)OC(CSC1=CN=C(S1)N)=O ((2-amino-thiazol-5-ylsulfanyl)-acetic acid ethyl ester). The product is C(C)OC(CSC1=CN=C(S1)NC(C1=CC(=CC(=C1)OC1=CC=C(C=C1)OC)O[C@H](COC)C)=O)=O ({2-[3-((S)-2-Methoxy-1-methyl-ethoxy)-5-(4-methoxy-phenoxy)-benzoylamino]-thiazol-5-ylsulfanyl}-acetic acid ethyl ester). Reaction SMILES: [CH3:1][O:2][CH2:3][C@H:4]([CH3:24])[O:5][C:6]1[CH:7]=[C:8]([CH:12]=[C:13]([O:15][C:16]2[CH:21]=[CH:20][C:19]([O:22][CH3:23])=[CH:18][CH:17]=2)[CH:14]=1)[C:9]([OH:11])=O.[CH2:25]([O:27][C:28](=[O:37])[CH2:29][S:30][C:31]1[S:35][C:34]([NH2:36])=[N:33][CH:32]=1)[CH3:26]>>[CH2:25]([O:27][C:28](=[O:37])[CH2:29][S:30][C:31]1[S:35][C:34]([NH:36][C:9](=[O:11])[C:8]2[CH:12]=[C:13]([O:15][C:16]3[CH:21]=[CH:20][C:19]([O:22][CH3:23])=[CH:18][CH:17]=3)[CH:14]=[C:6]([O:5][C@@H:4]([CH3:24])[CH2:3][O:2][CH3:1])[CH:7]=2)=[N:33][CH:32]=1)[CH3:26]. Reported procedure: The title compound was prepared from {2-[3-((S)-2-methoxy-1-methyl-ethoxy)-5-(4-methoxy-phenoxy)-benzoic acid and (2-amino-thiazol-5-ylsulfanyl)-acetic acid ethyl ester following general procedure A